describe an organic reaction: reactants, conditions, products, and yield From a dataset of the Open Reaction Database (ORD), a public repository of structured organic reaction records. Reactants: N1=CC=CC=2[N+](=CC=CC12)[O-] (1,5-naphthyridin-5-oxide), C(C)(=O)O (acetic acid). The reagents and catalysts are [Fe] (iron). Solvent: N1=CC=CC=C1 (pyridine). Conditions: time 2 hour. The product is C(C)(=O)O.N1=CC=C(C2=NC=CC=C12)O (1,5-naphthyridin-4-ol acetic acid salt). RXN SMILES: [N:1]1[C:10]2[CH:9]=[CH:8][CH:7]=[N+:6]([O-])[C:5]=2[CH:4]=[CH:3][CH:2]=1.[C:12]([OH:15])(=[O:14])[CH3:13]>N1C=CC=CC=1.[Fe]>[C:12]([OH:15])(=[O:14])[CH3:13].[N:1]1[C:10]2[C:5](=[N:6][CH:7]=[CH:8][CH:9]=2)[C:4]([OH:14])=[CH:3][CH:2]=1 |f:4.5|. Procedure: To a solution of 1,5-naphthyridin-5-oxide 4-01 (D-5) (330 mg, 2.0 mmol, 1.0 eq) in acetic acid (12 mL) and pyridine (2.5 mL) at RT, iron powder (456 mg, 8.15 mmol, 4.0 eq) is added in portions (over 10 min) and the resulting mixture is stirred for 2 h. The mixture is filtered and the solid is rinsed with acetic acid. The filtrate is concentrated in vacuo. The residue is triturated with acetone and then filtered. The filter cake is rinsed with acetone and dried in vacuo to afford the product, 1,5...